From a dataset of the Open Reaction Database (ORD), a public repository of structured organic reaction records. describe an organic reaction: reactants, conditions, products, and yield Reactants: CN(C)C=O, [H-], CCI, [Na+], O, CCOC(=O)CCc1cn(Cc2ccc(OCc3nc(-c4ccco4)oc3C)cc2)nc1O. Product: CCOC(=O)CCc1cn(Cc2ccc(OCc3nc(-c4ccco4)oc3C)cc2)nc1OCC. RXN SMILES: [CH3:40][N:41]([CH3:42])[CH:43]=[O:44].[H-:34].[I:36][CH2:37][CH3:38].[Na+:35].[OH2:39].[o:1]1[c:2](-[c:6]2[o:7][c:8]([CH3:33])[c:9]([CH2:11][O:12][c:13]3[cH:14][cH:15][c:16]([CH2:17][n:18]4[n:19][c:20]([OH:30])[c:21]([CH2:23][CH2:24][C:25](=[O:26])[O:27][CH2:28][CH3:29])[cH:22]4)[cH:31][cH:32]3)[n:10]2)[cH:3][cH:4][cH:5]1>>[o:1]1[c:2](-[c:6]2[o:7][c:8]([CH3:33])[c:9]([CH2:11][O:12][c:13]3[cH:14][cH:15][c:16]([CH2:17][n:18]4[n:19][c:20]([O:30][CH2:37][CH3:38])[c:21]([CH2:23][CH2:24][C:25](=[O:26])[O:27][CH2:28][CH3:29])[cH:22]4)[cH:31][cH:32]3)[n:10]2)[cH:3][cH:4][cH:5]1. The reactants are ON1C(CCC1=O)=O (N-hydroxysuccinimide), O (water), C(CC)C1=NC=2N(C(N(CC(=O)O)C(C2N1)=O)=O)C (8-propylcarboxytheophylline). Solvent: CN(C)C=O (DMF). Reaction conditions: time 2 hour. Product: N1(C)C(=O)N(C)C=2N=CNC2C1=O (theophylline). As a reaction SMILES: C([C:4]1[NH:16][C:15]2[C:14](=[O:17])[N:9]([CH2:10]C(O)=O)[C:8](=[O:18])[N:7]([CH3:19])[C:6]=2[N:5]=1)CC.ON1C(=O)CCC1=O.O>CN(C=O)C>[N:9]1([C:14](=[O:17])[C:15]2[NH:16][CH:4]=[N:5][C:6]=2[N:7]([CH3:19])[C:8]1=[O:18])[CH3:10]. Reported procedure: 5 mg of 8-propylcarboxytheophylline was dissolved in 1 ml of DMF, and added with 3 mg of N-hydroxysuccinimide and 5 mg of water-soluble carbodiimide, followed by stirring at room temperature for 2 hours, to obtain activated theophylline. 10 mg of bovine serum albumin (BSA) was dissolved in 1 ml of a 0.1M aqueous solution of sodium hydrogencarbonate and added with 500 μl of the aforementioned activated theophylline solution. The mixed solution was allowed to stand at room temperature for an hour,... The reactants are [BH3-]C#N, NC1CCCCN(CC(=O)O)C1=O, [Na+], [Na+], [Na+], [OH-], O, O, O=C([O-])C(=O)Cc1ccccc1. Yields the product O=C(O)CN1CCCCC(NC(Cc2ccccc2)C(=O)O)C1=O. RXN SMILES: [C:30]([BH3-:31])#[N:32].[NH2:1][CH:2]1[C:3](=[O:13])[N:4]([CH2:9][C:10](=[O:11])[OH:12])[CH2:5][CH2:6][CH2:7][CH2:8]1.[Na+:15].[Na+:29].[Na+:33].[OH-:14].[OH2:16].[OH2:34].[c:17]1([CH2:23][C:24]([C:25](=[O:26])[O-:27])=[O:28])[cH:18][cH:19][cH:20][cH:21][cH:22]1>>[NH:1]([CH:2]1[C:3](=[O:13])[N:4]([CH2:9][C:10](=[O:11])[OH:12])[CH2:5][CH2:6][CH2:7][CH2:8]1)[CH:24]([CH2:23][c:17]1[cH:18][cH:19][cH:20][cH:21][cH:22]1)[C:25](=[O:26])[OH:27].